From a dataset of the Open Reaction Database (ORD), a public repository of structured organic reaction records. describe an organic reaction: reactants, conditions, products, and yield The reactants are [H-].[Na+] (sodium hydride), ice water, C1(=CC=CC=C1)C(N1CCN(CC1)CCCCCCO)C1=CC=CC=C1 (4-(diphenylmethyl)-1-piperazinehexanol), ClC=1C(=CC=2N(N1)N=CN2)C (6-chloro-7-methyl[1,2,4]triazolo[1,5-b]pyridazine). Run in O1CCCC1 (tetrahydrofuran). Product: Cl.Cl.C1(=CC=CC=C1)C(N1CCN(CC1)CCCCCCOC=1C(=CC=2N(N1)N=CN2)C)C2=CC=CC=C2 (6-[6-[4-(diphenylmethyl)piperazino]hexyloxy]-7-methyl[1,2,4]triazolo[1,5-b]pyridazine dihydrochloride). Isolated yield 145.7%. As a reaction SMILES: [H-].[Na+].[C:3]1([CH:9]([C:23]2[CH:28]=[CH:27][CH:26]=[CH:25][CH:24]=2)[N:10]2[CH2:15][CH2:14][N:13]([CH2:16][CH2:17][CH2:18][CH2:19][CH2:20][CH2:21][OH:22])[CH2:12][CH2:11]2)[CH:8]=[CH:7][CH:6]=[CH:5][CH:4]=1.[Cl:29][C:30]1[C:31]([CH3:39])=[CH:32][C:33]2[N:34]([N:36]=[CH:37][N:38]=2)[N:35]=1>O1CCCC1>[ClH:29].[ClH:29].[C:3]1([CH:9]([C:23]2[CH:24]=[CH:25][CH:26]=[CH:27][CH:28]=2)[N:10]2[CH2:11][CH2:12][N:13]([CH2:16][CH2:17][CH2:18][CH2:19][CH2:20][CH2:21][O:22][C:30]3[C:31]([CH3:39])=[CH:32][C:33]4[N:34]([N:36]=[CH:37][N:38]=4)[N:35]=3)[CH2:14][CH2:15]2)[CH:4]=[CH:5][CH:6]=[CH:7][CH:8]=1 |f:0.1,5.6.7|. Reported procedure: 210 mg of 60% sodium hydride in oil was suspended in 15 ml of tetrahydrofuran; 0.91 g of 4-(diphenylmethyl)-1-piperazinehexanol was added, followed by heating and refluxing for 1 hour. After cooling, 440 mg of 6-chloro-7-methyl[1,2,4]triazolo[1,5-b]pyridazine was added, followed by heating and refluxing for 3 hours. After cooling, ice water was added, followed by extraction with ethyl acetate; the extract was washed with saturated saline and dried with magnesium sulfate. After the dry product wa... Starting materials: O=C1CCC(=O)N1Br, CN(CC(O)c1ccc(F)cc1)S(=O)(=O)c1ccsc1NC(=O)OC(C)(C)C, CN(C)C=O, O. The product is CN(CC(O)c1ccc(F)cc1)S(=O)(=O)c1cc(Br)sc1NC(=O)OC(C)(C)C. Reaction SMILES: [Br:29][N:30]1[C:31](=[O:32])[CH2:33][CH2:34][C:35]1=[O:36].[C:1]([CH3:2])([CH3:3])([CH3:4])[O:5][C:6]([NH:7][c:8]1[s:9][cH:10][cH:11][c:12]1[S:13]([N:14]([CH3:15])[CH2:16][CH:17]([OH:18])[c:19]1[cH:20][cH:21][c:22]([F:25])[cH:23][cH:24]1)(=[O:26])=[O:27])=[O:28].[CH3:38][N:39]([CH3:40])[CH:41]=[O:42].[OH2:37]>>[C:1]([CH3:2])([CH3:3])([CH3:4])[O:5][C:6]([NH:7][c:8]1[s:9][c:10]([Br:29])[cH:11][c:12]1[S:13]([N:14]([CH3:15])[CH2:16][CH:17]([OH:18])[c:19]1[cH:20][cH:21][c:22]([F:25])[cH:23][cH:24]1)(=[O:26])=[O:27])=[O:28].